From a dataset of the Open Reaction Database (ORD), a public repository of structured organic reaction records. describe an organic reaction: reactants, conditions, products, and yield Reaction SMILES: [CH3:2][C:3]([CH2:4][CH2:5][CH2:6][CH3:7])([CH3:8])[Mg+:9].[Cl-:1].[Cl:11][C:12]([CH3:13])([CH3:14])[CH2:15][CH2:16][CH2:17][CH3:18].[Cl:19][CH2:20][CH2:21][CH2:22][C:23](=[O:24])[Cl:25].[ClH:26].[Mg:10]>>[CH3:2][C:3]([CH2:4][CH2:5][CH2:6][CH3:7])([CH3:8])[C:23]([CH2:22][CH2:21][CH2:20][Cl:19])=[O:24]. Product: CCCCC(C)(C)C(=O)CCCCl. Starting materials: CCCCC(C)(C)[Mg+], [Cl-], CCCCC(C)(C)Cl, O=C(Cl)CCCCl, Cl, [Mg].